Dataset: the Open Reaction Database (ORD), a public repository of structured organic reaction records. Task: describe an organic reaction: reactants, conditions, products, and yield The reactants are FC(SCl)(F)F (trifluoromethylsulfenyl chloride), ClC1=C(C(=CC(=C1)C(F)(F)F)Cl)N1N=CC=C1NCC1=NC=CN=C1 (1-(2,6-dichloro-4-trifluoromethylphenyl)-5-(pyrazin-2-ylmethylamino)pyrazole), C(O)([O-])=O.[Na+] (sodium hydrogen carbonate). The solvent is C(Cl)Cl (methylene chloride), C(Cl)Cl (methylene chloride). Run at time 8 hour. The product is ClC1=C(C(=CC(=C1)C(F)(F)F)Cl)N1N=CC(=C1NCC1=NC=CN=C1)SC(F)(F)F (1-(2,6-dichloro-4-trifluoromethylphenyl)-4-trifluoromethylsulfenyl-5-(pyrazin-2-ylmethylamino)pyrazole). RXN SMILES: [Cl:1][C:2]1[CH:7]=[C:6]([C:8]([F:11])([F:10])[F:9])[CH:5]=[C:4]([Cl:12])[C:3]=1[N:13]1[C:17]([NH:18][CH2:19][C:20]2[CH:25]=[N:24][CH:23]=[CH:22][N:21]=2)=[CH:16][CH:15]=[N:14]1.[F:26][C:27]([F:31])([F:30])[S:28]Cl.C(=O)([O-])O.[Na+]>C(Cl)Cl>[Cl:12][C:4]1[CH:5]=[C:6]([C:8]([F:9])([F:10])[F:11])[CH:7]=[C:2]([Cl:1])[C:3]=1[N:13]1[C:17]([NH:18][CH2:19][C:20]2[CH:25]=[N:24][CH:23]=[CH:22][N:21]=2)=[C:16]([S:28][C:27]([F:31])([F:30])[F:26])[CH:15]=[N:14]1 |f:2.3|. Procedure: To a solution of 3.0 g of 1-(2,6-dichloro-4-trifluoromethylphenyl)-5-(pyrazin-2-ylmethylamino)pyrazole dissolved in 30 ml of dried methylene chloride under a nitrogen atmosphere was added 14 ml of dried methylene chloride solution of trifluoromethylsulfenyl chloride at room temperature over about 1 hour, followed by stirring overnight. Saturated aqueous sodium hydrogen carbonate solution was added thereto, and the organic layer was washed with saturated aqueous sodium hydrogen carbonate solution... The reactants are CO, [H][H], O=[N+]([O-])c1ccccc1-c1ccc(COC2CCCCO2)cc1. Yields the product Nc1ccccc1-c1ccc(COC2CCCCO2)cc1. As a reaction SMILES: [CH3:26][OH:27].[H:24][H:25].[O:1]1[CH:2]([O:7][CH2:8][c:9]2[cH:10][cH:11][c:12](-[c:15]3[c:16]([N+:21]([O-:22])=[O:23])[cH:17][cH:18][cH:19][cH:20]3)[cH:13][cH:14]2)[CH2:3][CH2:4][CH2:5][CH2:6]1>>[O:1]1[CH:2]([O:7][CH2:8][c:9]2[cH:10][cH:11][c:12](-[c:15]3[c:16]([NH2:21])[cH:17][cH:18][cH:19][cH:20]3)[cH:13][cH:14]2)[CH2:3][CH2:4][CH2:5][CH2:6]1. Reaction SMILES: [CH2:1]([O:3][C:4](=[O:15])[CH:5](Cl)[C:6](=O)[CH2:7][C:8]([O:10][CH2:11][CH3:12])=[O:9])[CH3:2].[Cl:16][C:17]1[CH:25]=[CH:24][C:20]([C:21]([NH2:23])=[S:22])=[CH:19][CH:18]=1.O>CCO>[CH2:1]([O:3][C:4]([C:5]1[S:22][C:21]([C:20]2[CH:24]=[CH:25][C:17]([Cl:16])=[CH:18][CH:19]=2)=[N:23][C:6]=1[CH2:7][C:8]([O:10][CH2:11][CH3:12])=[O:9])=[O:15])[CH3:2]. Procedure: Dissolve 2-chloro-3-oxo-pentanedioic acid diethyl ester (1370 g, 5.50 mol) in EtOH (8.5 L) and add 4-chloro-thiobenzamide (885 g, 5.00 mol). Heat the mixture to 75° C. and stir mechanically for 5.5 h. Cool the mixture to 45° C., then slowly add water (3.5 L) and stir overnight. Collect the yellow precipitate and wash the solids with 50% EtOH/water (4 L). Dry in an oven to obtain 1505 g (81%) of the title compound. 1H NMR (CDCl3, 500 MHz): δ 7.90 (d, 2H, J=7.4), 7.41 (d, 2H, J=7.4), 4.34 (q, 2H, ... Reactants: ClC1=CC=C(C(=S)N)C=C1 (4-chloro-thiobenzamide), C(C)OC(C(C(CC(=O)OCC)=O)Cl)=O (2-chloro-3-oxo-pentanedioic acid diethyl ester), O (water). Reaction conditions: temperature 75 celsius, time 5.5 hour. Yields the product C(C)OC(=O)C1=C(N=C(S1)C1=CC=C(C=C1)Cl)CC(=O)OCC (2-(4-Chloro-phenyl)-4-ethoxycarbonylmethyl-thiazole-5-carboxylic acid ethyl ester). Run in CCO (EtOH). The yield is 85.1%.